Dataset: the Open Reaction Database (ORD), a public repository of structured organic reaction records. Task: describe an organic reaction: reactants, conditions, products, and yield The reactants are C(C(C)C)(=O)C1=CC=CC=C1 (isobutyrophenone), C1(=CC=C(C=C1)S(=O)(=O)OCC1=C(C=CC=C1[N+](=O)[O-])[N+](=O)[O-])C (2,6-dinitrobenzyl p-toluenesulfonate), C1(CCCCC1)S(=O)(=O)C(=[N+]=[N-])S(=O)(=O)C1CCCCC1 (bis(cyclohexylsulfonyl)diazomethane). Yields the product CC(C(=O)C1=CC=CC=C1)(C)S(=O)(=O)C1=CC=C(C=C1)C (2-methyl-2-(p-toluenesulfonyl)propiophenone). Reaction SMILES: [C:1]([C:6]1[CH:11]=[CH:10][CH:9]=[CH:8][CH:7]=1)(=[O:5])[CH:2]([CH3:4])[CH3:3].[C:12]1([CH3:35])[CH:17]=[CH:16][C:15]([S:18](OCC2C([N+]([O-])=O)=CC=CC=2[N+]([O-])=O)(=[O:20])=[O:19])=[CH:14][CH:13]=1.C1(S(C(S(C2CCCCC2)(=O)=O)=[N+]=[N-])(=O)=O)CCCCC1>>[CH3:3][C:2]([S:18]([C:15]1[CH:16]=[CH:17][C:12]([CH3:35])=[CH:13][CH:14]=1)(=[O:20])=[O:19])([CH3:4])[C:1]([C:6]1[CH:11]=[CH:10][CH:9]=[CH:8][CH:7]=1)=[O:5]. Reported procedure: Using isobutyrophenone, the reaction was carried out in the same manner as described in Synthesis Example 9, (2) and (3), the crude solid was recrystallized from methanol to afford 2-methyl-2-(p-toluenesulfonyl)propiophenone as a white needles. Reactants: solid, Cl.Cl.Cl.O1COC2=C1C=CC=C2N2CCN(CC2)CC[C@@H]2CC[C@H](CC2)N (Trans-4-[2-(4-Benzo[1,3]dioxol-4-yl-piperazin-1-yl)-ethyl]-cyclohexylamine trihydrochloride), Cl.Cl.Cl.O1COC2=C1C=CC=C2N2CCN(CC2)CC[C@@H]2CC[C@H](CC2)N (Trans-4-[2-(4-Benzo[1,3]dioxol-4-yl-piperazin-1-yl)-ethyl]-cyclohexylamine trihydrochloride), C(C(C)C)(=O)O (isobutyric acid). Product: O1COC2=C1C=CC=C2N2CCN(CC2)CC[C@@H]2CC[C@H](CC2)NC(C(C)C)=O (Trans-N-{4-[2-(4-Benzo[1,3]dioxol-4-yl-piperazin-1-yl)-ethyl]-cyclohexyl}-isobutyramide). RXN SMILES: Cl.Cl.Cl.[O:4]1[C:8]2[CH:9]=[CH:10][CH:11]=[C:12]([N:13]3[CH2:18][CH2:17][N:16]([CH2:19][CH2:20][C@H:21]4[CH2:26][CH2:25][C@H:24]([NH2:27])[CH2:23][CH2:22]4)[CH2:15][CH2:14]3)[C:7]=2[O:6][CH2:5]1.[C:28](O)(=[O:32])[CH:29]([CH3:31])[CH3:30]>>[O:4]1[C:8]2[CH:9]=[CH:10][CH:11]=[C:12]([N:13]3[CH2:18][CH2:17][N:16]([CH2:19][CH2:20][C@H:21]4[CH2:26][CH2:25][C@H:24]([NH:27][C:28](=[O:32])[CH:29]([CH3:31])[CH3:30])[CH2:23][CH2:22]4)[CH2:15][CH2:14]3)[C:7]=2[O:6][CH2:5]1 |f:0.1.2.3|. Reported procedure: The title compound, white solid (10 mg, 35%), MS (ISP) m/z=402.4 [(M+H)+], was prepared in accordance with the general method of example 1 from Trans-4-[2-(4-Benzo[1,3]dioxol-4-yl-piperazin-1-yl)-ethyl]-cyclohexylamine hydrochloride (Intermediate A) (25.8 mg, 0.070 mmol) and isobutyric acid.